From a dataset of the Open Reaction Database (ORD), a public repository of structured organic reaction records. describe an organic reaction: reactants, conditions, products, and yield Starting materials: BrC1=CC(=C(C(=C1)F)O)F (4-bromo-2,6-difluorophenol), [Cu]C#N (copper (I) cyanide), CN(C=O)C (dimethylformamide). The solvent is O (water). The product is FC=1C=C(C#N)C=C(C1O)F (3,5-Difluoro-4-hydroxybenzonitrile). Yield: 35.0%. Reaction SMILES: Br[C:2]1[CH:7]=[C:6]([F:8])[C:5]([OH:9])=[C:4]([F:10])[CH:3]=1.[Cu][C:12]#[N:13].CN(C)C=O>O>[F:10][C:4]1[CH:3]=[C:2]([CH:7]=[C:6]([F:8])[C:5]=1[OH:9])[C:12]#[N:13]. Procedure: A mixture of 4-bromo-2,6-difluorophenol (4.00 g, 19.0 mmol), copper (I) cyanide (1.72 g, 19.0 mmol), and dimethylformamide (40 mL) was refluxed for 6 hours, cooled to room temperature, diluted with water (150 mL), and filtered. The tan solids obtained were washed with water and retained. The combined filtrates were acidified (1N HCl) and extracted with ethyl acetate. The combined organic extracts were dried (MgSO4), concentrated in vacuo, and purified by flash chromatography (Silica Gel 60, 20% ... Reactants: BrC1=CC(=CC=C1)[N+](=O)[O-] (4-Bromo-2-nitrobenzene), P(=O)(OCC)(OCC)OCC (triethyl phosphate). The product is BrC1=CC=2NC3=CC=CC=C3C2C=C1 (2-Bromocarbazole). As a reaction SMILES: [Br:1][C:2]1[CH:7]=[CH:6][CH:5]=[C:4]([N+:8]([O-])=O)[CH:3]=1.P(O[CH2:20][CH3:21])(OCC)(OCC)=O>>[Br:1][C:2]1[CH:7]=[CH:6][C:5]2[C:20]3[C:21](=[CH:7][CH:2]=[CH:3][CH:4]=3)[NH:8][C:4]=2[CH:3]=1. Procedure: A 250 mL round bottom flask was charged with 4-Bromo-2-nitrobenzene (19.2 g, 69.04 mmol), and triethyl phosphate (84 mL, 483.28 mmol). Then, at 160° C. to 165° C., the mixture was heated under reflux for 14 hours. After the reaction was completed, the remaining triethyl phosphate was removed by vacuum distillation. The resultant product was diluted with a mixed solvent of MeOH:H2O=1:1, and the produced solid was filtered. The obtained solid was washed with a mixed solvent of MeOH:H2O=1:1 and pet... Starting materials: COC1=C(C=C(C(=C1)[N+](=O)[O-])[N+](=O)[O-])OC (1,2-dimethoxy-4,5-dinitrobenzene), O=CC(=O)OCC (ethyl oxoacetate). Reagents/catalysts: [Pd] (palladium on carbon). Solvent: C(C)O.C(C)(=O)O (ethanol acetic acid). Reaction conditions: time 8 hour. The product is COC=1C=C2N=CC(NC2=CC1OC)=O (6,7-Dimethoxyquinoxalin-2(1H)-one). Isolated yield 38.8%. RXN SMILES: [CH3:1][O:2][C:3]1[CH:8]=[C:7]([N+:9]([O-])=O)[C:6]([N+:12]([O-])=O)=[CH:5][C:4]=1[O:15][CH3:16].[O:17]=[CH:18][C:19](OCC)=O>C(O)C.C(O)(=O)C.[Pd]>[CH3:1][O:2][C:3]1[CH:8]=[C:7]2[C:6](=[CH:5][C:4]=1[O:15][CH3:16])[NH:12][C:18](=[O:17])[CH:19]=[N:9]2 |f:2.3|. Reported procedure: A mixture of 1,2-dimethoxy-4,5-dinitrobenzene (5.7 g, 25.0 mmol) in ethanol/acetic acid (140 mL, 1:1) was hydrogenated over palladium on carbon (10%, 1 g) at normal pressure and room temperature for 3 hours, then filtered through a pad of celite. The filtrate containing the crude diamine was treated with ethyl oxoacetate (50 wt % in toluene, 10 mL, 50 mmol) and the reaction was stirred at room temperature overnight. The resulting precipitate was collected by filtration. This material was suspend... Starting materials: OC1=CC=C(C=O)C=C1 (4-hydroxybenzaldehyde), BrC1=CC=C(C=C1)O (4-bromophenol). Yields the product C12(CC3CC(CC(C1)C3)C2)C=2C=C(C=O)C=CC2O (3-(1-admantanyl)-4-hydroxybenzaldehyde). Isolated yield 56.0%. Reaction SMILES: [OH:1][C:2]1[CH:9]=[CH:8][C:5]([CH:6]=[O:7])=[CH:4][CH:3]=1.Br[C:11]1[CH:16]=[CH:15][C:14](O)=[CH:13][CH:12]=1>>[C:11]12([C:3]3[CH:4]=[C:5]([CH:8]=[CH:9][C:2]=3[OH:1])[CH:6]=[O:7])[CH2:16][CH:15]3[CH2:4][CH:5]([CH2:8][CH:13]([CH2:14]3)[CH2:12]1)[CH2:6]2. Procedure: When 4-hydroxybenzaldehyde was substituted for 4-bromophenol in Example 31, Step A, the similar procedure afforded 3-(1-admantanyl)-4-hydroxybenzaldehyde in 56% yield, as a pale white solid. 1H-NMR (CDCl3) 9.84 (s, 1H); 7.78 (d, 1H, J=2.07 Hz); 7.61 (dd, 1H, J=8.13, 2.01 Hz); 6.77 (d, 1H, J=8.16 Hz); 5.88 (bs, 1H); 2.12 (s, 6H); 2.09 (s, 3H); 1.78 (s, 6H). This was methylated by similar procedure as described in Example 31, Step B, to give the title compound in 64% yield, as light yellow solid. ...